From a dataset of the Open Reaction Database (ORD), a public repository of structured organic reaction records. describe an organic reaction: reactants, conditions, products, and yield Starting materials: [H-].[Na+] (sodium hydride), ClC1=CC=CC=2NC3=CC=CC=C3C12 (4-chlorocarbazole), ClC1=NC(=NC(=N1)C1=CC=CC=C1)C1=CC=CC=C1 (2-chloro-4,6-diphenyl-1,3,5-triazine), CO (methanol). Solvent: O (water), CN(C=O)C (dimethylformamide), CN(C=O)C (dimethylformamide), CN(C=O)C (dimethylformamide), O (water). Product: ClC1=CC=CC=2N(C3=CC=CC=C3C12)C1=NC(=NC(=N1)C1=CC=CC=C1)C1=CC=CC=C1 (4-chloro-9-(4,6-diphenyl-1,3,5-triazin-2-yl)carbazole). The yield is 64.3%. RXN SMILES: [H-].[Na+].[Cl:3][C:4]1[C:16]2[C:15]3[C:10](=[CH:11][CH:12]=[CH:13][CH:14]=3)[NH:9][C:8]=2[CH:7]=[CH:6][CH:5]=1.Cl[C:18]1[N:23]=[C:22]([C:24]2[CH:29]=[CH:28][CH:27]=[CH:26][CH:25]=2)[N:21]=[C:20]([C:30]2[CH:35]=[CH:34][CH:33]=[CH:32][CH:31]=2)[N:19]=1.CO>CN(C)C=O.O>[Cl:3][C:4]1[C:16]2[C:15]3[C:10](=[CH:11][CH:12]=[CH:13][CH:14]=3)[N:9]([C:18]3[N:23]=[C:22]([C:24]4[CH:29]=[CH:28][CH:27]=[CH:26][CH:25]=4)[N:21]=[C:20]([C:30]4[CH:31]=[CH:32][CH:33]=[CH:34][CH:35]=4)[N:19]=3)[C:8]=2[CH:7]=[CH:6][CH:5]=1 |f:0.1|. Reported procedure: In a stream of nitrogen, a 100 mL three-necked flask was charged with 0.53 g (13.4 mmol) of sodium hydride (oily, 60%). 15 mL of dehydrated dimethylformamide was added to the content, and the mixture was stirred. To the thus-obtained slurry, a solution of 2.2 g (11.2 mmol) of 4-chlorocarbazole in 15 mL of dehydrated dimethylformamide was dropwise added, and the mixture was stirred for 30 minutes. To the thus-obtained reaction mixture, a solution of 3.0 g (11.2 mmol) of 2-chloro-4,6-diphenyl-1,3,... The reactants are O.[OH-].[Li+] (lithium hydroxide monohydrate), O (water), CO (methanol), O (water), C1(=CC=C(C=C1)C(=O)N(C)CC=1C=C(C=CC1)C1=CC=C(C=C1)C[C@@H](C(=O)OC)OCC)C1=CC=CC=C1 (methyl (S)-3-(3′-{[(1-biphenyl-4-ylmethanoyl)methylamino]methyl}biphenyl-4-yl)-2-ethoxypropionate). The solvent is C1CCOC1 (THF). Conditions: time 4 hour. Yields the product C1(=CC=C(C=C1)C(=O)N(C)CC=1C=C(C=CC1)C1=CC=C(C=C1)C[C@@H](C(=O)O)OCC)C1=CC=CC=C1 ((S)-3-(3′-{[(1-biphenyl-4-ylmethanoyl)methylamino]methyl}biphenyl-4-yl)-2-ethoxypropionic acid). RXN SMILES: [C:1]1([C:33]2[CH:38]=[CH:37][CH:36]=[CH:35][CH:34]=2)[CH:6]=[CH:5][C:4]([C:7]([N:9]([CH2:11][C:12]2[CH:13]=[C:14]([C:18]3[CH:23]=[CH:22][C:21]([CH2:24][C@H:25]([O:30][CH2:31][CH3:32])[C:26]([O:28]C)=[O:27])=[CH:20][CH:19]=3)[CH:15]=[CH:16][CH:17]=2)[CH3:10])=[O:8])=[CH:3][CH:2]=1.O.[OH-].[Li+].O.CO>C1COCC1>[C:1]1([C:33]2[CH:34]=[CH:35][CH:36]=[CH:37][CH:38]=2)[CH:2]=[CH:3][C:4]([C:7]([N:9]([CH2:11][C:12]2[CH:13]=[C:14]([C:18]3[CH:23]=[CH:22][C:21]([CH2:24][C@H:25]([O:30][CH2:31][CH3:32])[C:26]([OH:28])=[O:27])=[CH:20][CH:19]=3)[CH:15]=[CH:16][CH:17]=2)[CH3:10])=[O:8])=[CH:5][CH:6]=1 |f:1.2.3|. Procedure details: 360 mg (0.7 mmol) of methyl (S)-3-(3′-{[(1-biphenyl-4-ylmethanoyl)methylamino]methyl}biphenyl-4-yl)-2-ethoxypropionate in 10 ml of THF are introduced into a round-bottomed flask. 60 mg (1.4 mmol) of lithium hydroxide monohydrate, 1 ml of water and 1 ml of methanol are added and the mixture is stirred for 4 hours. The reaction medium is poured into water, acidified to pH 1, extracted with ethyl acetate, the organic phase decanted off, dried over magnesium sulphate and evaporated off. The residue ... Reactants: C(C)(C)(C)OC(=O)N1CCC(CC1)(C1=CC=CC=C1)C1=NN(C(=C1)NC(C(C)NC(=O)OCC1=CC=CC=C1)=O)C(C)(C)C (4-[5-(2-benzyloxycarbonylamino-propionylamino)-1-tert-butyl-1H-pyrazol-3-yl]-4-phenylpiperidine-1-carboxylic acid tert-butyl ester), C(=O)(O)[O-].[Na+] (NaHCO3). Procedure details: A solution of 0.54 g (0.9 mmol) of 4-[5-(2-benzyloxycarbonylamino-propionylamino)-1-tert-butyl-1H-pyrazol-3-yl]-4-phenylpiperidine-1-carboxylic acid tert-butyl ester in 4.0 mL of neat trifluoroacetic acid was stirred at rt for 15 min. The reaction mixture was then poured into sat. aq. NaHCO3 and extracted with EtOAc. The organic layer was dried over MgSO4 and concentrated to afford {1-[2-tert-butyl-5-(4-phenylpiperidin-4-yl)-2H-pyrazol-3-ylcarbamoyl]ethyl}-carbamic acid benzyl ester which was us... As a reaction SMILES: C(OC([N:8]1[CH2:13][CH2:12][C:11]([C:20]2[CH:24]=[C:23]([NH:25][C:26](=[O:40])[CH:27]([NH:29][C:30]([O:32][CH2:33][C:34]3[CH:39]=[CH:38][CH:37]=[CH:36][CH:35]=3)=[O:31])[CH3:28])[N:22]([C:41]([CH3:44])([CH3:43])[CH3:42])[N:21]=2)([C:14]2[CH:19]=[CH:18][CH:17]=[CH:16][CH:15]=2)[CH2:10][CH2:9]1)=O)(C)(C)C.C([O-])(O)=O.[Na+]>FC(F)(F)C(O)=O>[CH2:33]([O:32][C:30](=[O:31])[NH:29][CH:27]([C:26](=[O:40])[NH:25][C:23]1[N:22]([C:41]([CH3:43])([CH3:42])[CH3:44])[N:21]=[C:20]([C:11]2([C:14]3[CH:15]=[CH:16][CH:17]=[CH:18][CH:19]=3)[CH2:12][CH2:13][NH:8][CH2:9][CH2:10]2)[CH:24]=1)[CH3:28])[C:34]1[CH:39]=[CH:38][CH:37]=[CH:36][CH:35]=1 |f:1.2|. Run in FC(C(=O)O)(F)F (trifluoroacetic acid). Product: C(C1=CC=CC=C1)OC(NC(C)C(NC=1N(N=C(C1)C1(CCNCC1)C1=CC=CC=C1)C(C)(C)C)=O)=O ({1-[2-tert-butyl-5-(4-phenylpiperidin-4-yl)-2H-pyrazol-3-ylcarbamoyl]ethyl}-carbamic acid benzyl ester). Starting materials: C(C)(=O)[O-].[NH4+] (Ammonium acetate), C(C1=CC=CC=C1)N1CC(C(CC1)=O)C (1-benzyl-3-methyl-4-piperidone), C(#N)[BH3-].[Na+] (Sodium cyanoborohydride). The solvent is CO (methanol). Conditions: time 4 hour. Yields the product NC1C(CN(CC1)CC1=CC=CC=C1)C (4-Amino-1-benzyl-3-methylpiperidine). Reaction SMILES: C([O-])(=O)C.[NH4+].[CH2:6]([N:13]1[CH2:18][CH2:17][C:16](=O)[CH:15]([CH3:20])[CH2:14]1)[C:7]1[CH:12]=[CH:11][CH:10]=[CH:9][CH:8]=1.C([BH3-])#[N:22].[Na+]>CO>[NH2:22][CH:16]1[CH2:17][CH2:18][N:13]([CH2:6][C:7]2[CH:12]=[CH:11][CH:10]=[CH:9][CH:8]=2)[CH2:14][CH:15]1[CH3:20] |f:0.1,3.4|. Reported procedure: Ammonium acetate (178.3 g, 2.31 mol) was charged to a solution of 1-benzyl-3-methyl-4-piperidone (47 g, 0.232 mol) in 500 ml methanol. The suspension was stirred for 4 hours at room temperature. Sodium cyanoborohydride (7.3 g, 0.16 mol) was added in lots at 10° C. and it was stirred for 1 hour. Reactants: CC1CN(C(=O)OCc2ccccc2)CC(C)N1C, CCO, [H][H]. Product: CC1CNCC(C)N1C. RXN SMILES: [CH2:1]([O:2][C:3](=[O:4])[N:11]1[CH2:12][CH:13]([CH3:19])[N:14]([CH3:18])[CH:15]([CH3:17])[CH2:16]1)[c:5]1[cH:6][cH:7][cH:8][cH:9][cH:10]1.[CH3:22][CH2:23][OH:24].[H:20][H:21]>>[NH:11]1[CH2:12][CH:13]([CH3:19])[N:14]([CH3:18])[CH:15]([CH3:17])[CH2:16]1. Reactants: Br, O, CCOC(=O)N1CCC(CCc2ccccc2)CC1. Yields the product c1ccc(CCC2CCNCC2)cc1. Reaction SMILES: [BrH:21].[OH2:20].[c:1]1([CH2:7][CH2:8][CH:9]2[CH2:10][CH2:11][N:12]([C:15]([O:16][CH2:17][CH3:18])=[O:19])[CH2:13][CH2:14]2)[cH:2][cH:3][cH:4][cH:5][cH:6]1>>[c:1]1([CH2:7][CH2:8][CH:9]2[CH2:10][CH2:11][NH:12][CH2:13][CH2:14]2)[cH:2][cH:3][cH:4][cH:5][cH:6]1. RXN SMILES: C(O)[C@H]1O[C@H](O[C@]2(CO)O[C@H](CO)[C@@H](O)[C@@H]2O)[C@H](O)[C@@H](O)[C@@H]1O.[CH2:24]([O:26][C:27]([CH:29]1[C:36](=[O:37])[CH2:35][CH:34]2[CH:30]1[CH2:31][C:32]1([O:41][CH2:40][CH2:39][O:38]1)[CH2:33]2)=[O:28])[CH3:25].CCC(COC(C(N(CC[NH+](C)C)C)=O)(C1C=CC=CC=1)C1C=CC=CC=1)CC.[Cl-]>P([O-])([O-])([O-])=O>[CH2:24]([O:26][C:27]([CH:29]1[C:36](=[O:37])[CH2:35][C@H:34]2[C@@H:30]1[CH2:31][C:32]1([O:38][CH2:39][CH2:40][O:41]1)[CH2:33]2)=[O:28])[CH3:25] |f:2.3|. The product is C(C)OC(=O)C1[C@H]2CC3(C[C@H]2CC1=O)OCCO3 ((1S,5R)-2-ethoxycarbonyl-7,7-ethylenedioxybicyclo[3.3.0]octan-3-one). Reactants: C([C@@H]1[C@H]([C@@H]([C@H]([C@H](O1)O[C@]2([C@H]([C@@H]([C@H](O2)CO)O)O)CO)O)O)O)O (sucrose), C(C)OC(=O)C1C2CC3(CC2CC1=O)OCCO3 ((1SR,5RS)-2-ethoxycarbonyl-7,7-ethylenedioxybicyclo[3.3.0]octan-3-one), CCC(CC)COC(C1=CC=CC=C1)(C2=CC=CC=C2)C(=O)N(C)CC[NH+](C)C.[Cl-] (X-100), C([C@@H]1[C@H]([C@@H]([C@H]([C@H](O1)O[C@]2([C@H]([C@@H]([C@H](O2)CO)O)O)CO)O)O)O)O (sucrose). The solvent is P(=O)([O-])([O-])[O-] (phosphate). Procedure: To a solution of 100 ml of 0.1 M phosphate buffer (pH 7) containing sucrose (15 g) was dispersed 7.0 g of baker's yeast at 30° C., and the mixture was shaken at 30° C. for 15 minutes. To the resulting mixture was added an emulsion of 505 mg of (1SR,5RS)-2-ethoxycarbonyl-7,7-ethylenedioxybicyclo[3.3.0]octan-3-one (VIII) in 0.2% Triton X-100 solution (15 ml), and the mixture was shaken at 30° C. After 8 hours, 10 g of sucrose were added to the mixture. After shaking for 24 hours, the reaction mixt... Yield: 36.2%. Run at temperature 30 celsius, time 15 minute. Reactants: NC=1C=C(C=C(C1)C(=O)NCCCCCCCCCC)C(=O)NCCCCCCCCCC (5-amino-N,N'-didecyl-1,3-benzenedicarboxamide), BrCC(=O)OC (methyl bromoacetate), [I-].[Na+] (sodium iodide), C([O-])([O-])=O.[K+].[K+] (potassium carbonate), CN(C)C=O (DMF). The reagents and catalysts are [Br-].C(CCC)[N+](CCCC)(CCCC)CCCC (tetrabutylammonium bromide). Yields the product COC(CNCC(=O)OC)=O (N-(2-methoxy-2-oxoethyl)glycine methyl ester), N-[3,5-bis[decylamino)carbonyl]phenyl. Yield: 63.0%. RXN SMILES: NC1C=C(C([NH:23][CH2:24][CH2:25]CCCCCCCC)=O)C=C(C(NCCCCCCCCCC)=O)C=1.Br[CH2:35][C:36]([O:38][CH3:39])=[O:37].[I-].[Na+].[C:42](=O)([O-])[O-:43].[K+].[K+].CN(C=[O:52])C>[Br-].C([N+](CCCC)(CCCC)CCCC)CCC>[CH3:39][O:38][C:36](=[O:37])[CH2:35][NH:23][CH2:24][C:25]([O:43][CH3:42])=[O:52] |f:2.3,4.5.6,8.9|. Reported procedure: A mixture of 10.0 g (0.022 mol) of 5-amino-N,N'-didecyl-1,3-benzenedicarboxamide, 31 ml (0.33 mol) of methyl bromoacetate, 6.6 g (0.044 mol) of sodium iodide, 6.1 g (0.044 mol) of potassium carbonate and 0.32 g (0.001 mol) of tetrabutylammonium bromide in 100 ml of DMF was stirred and heated at 100° for 67 hours. The reaction mixture was concentrated on the oil pump and 100 ml of saturated NaHCO3 solution was added to the residue. The product was extracted with ethyl acetate and the extract was ...